This data is from the Open Reaction Database (ORD), a public repository of structured organic reaction records. The task is: describe an organic reaction: reactants, conditions, products, and yield The reactants are BrC1=C(C=C(C=C1C)B1OC(C(O1)(C)C)(C)C)C (2-bromo-1,3-dimethyl-5-(4,4,5,5-tetramethyl-[1,3,2]dioxaborolan-2-yl)-benzene), BrC1=NC(=CC=C1)C (2-bromo-6-methyl-pyridine), Intermediate 56. Yields the product BrC1=C(C=C(C=C1C)C1=NC(=CC=C1)C)C (2-(4-Bromo-3,5-dimethyl-phenyl)-6-methyl-pyridine). As a reaction SMILES: [Br:1][C:2]1[C:7]([CH3:8])=[CH:6][C:5](B2OC(C)(C)C(C)(C)O2)=[CH:4][C:3]=1[CH3:18].Br[C:20]1[CH:25]=[CH:24][CH:23]=[C:22]([CH3:26])[N:21]=1>>[Br:1][C:2]1[C:3]([CH3:18])=[CH:4][C:5]([C:20]2[CH:25]=[CH:24][CH:23]=[C:22]([CH3:26])[N:21]=2)=[CH:6][C:7]=1[CH3:8]. Reported procedure: The title compound is prepared from 2-bromo-1,3-dimethyl-5-(4,4,5,5-tetramethyl-[1,3,2]dioxaborolan-2-yl)-benzene and 2-bromo-6-methyl-pyridine following a procedure analogous to that described in Step 1 of Intermediate 56. LC (method 7): tR=0.88 min; Mass spectrum (ESI+): m/z=276/278 (Br) [M+H]+.